This data is from the Open Reaction Database (ORD), a public repository of structured organic reaction records. The task is: describe an organic reaction: reactants, conditions, products, and yield The solvent is C(Cl)Cl (DCM), CC=1C=CC(=CC1)S(=O)(=O)O.O1CCOCC1 (p-TSA 1,4-dioxane). Starting materials: C(C=C)(=O)NC1=C(C=CC=C1)NC1=NC(=NC=C1C(=O)NC)Cl (4-(2-acrylamidophenylamino)-2-chloro-N-methylpyrimidine-5-carboxamide), COC1=C(N)C=CC(=C1)N1CCOCC1 (2-methoxy-4-morpholinoaniline), CO (methanol). Procedure details: To a solution of 4-(2-acrylamidophenylamino)-2-chloro-N-methylpyrimidine-5-carboxamide (40 mg, 0.12 mmol) in 0.08M p-TSA/1,4-dioxane (5 mL), 2-methoxy-4-morpholinoaniline (25.13 mg, 0.12 mmol) was added and heated at 100° C. for 1 h. TLC showed completion of starting material (TLC system: 5% methanol in DCM (Rf): 0.3). 1,4 dioxane was evaporated, and the residue was diluted with ethyl acetate (15 mL) and washed with water (2×5 mL). The organic layer was separated, dried over sodium sulphate, and... Yields the product C(C=C)(=O)NC1=C(C=CC=C1)NC1=NC(=NC=C1C(=O)NC)NC1=C(C=C(C=C1)N1CCOCC1)OC (4-(2-acrylamidophenylamino)-2-(2-methoxy-4-morpholino phenylamino)-N-methylpyrimidine-5-carboxamide). Reaction conditions: temperature 100 celsius. Reaction SMILES: [C:1]([NH:5][C:6]1[CH:11]=[CH:10][CH:9]=[CH:8][C:7]=1[NH:12][C:13]1[C:18]([C:19]([NH:21][CH3:22])=[O:20])=[CH:17][N:16]=[C:15](Cl)[N:14]=1)(=[O:4])[CH:2]=[CH2:3].[CH3:24][O:25][C:26]1[CH:32]=[C:31]([N:33]2[CH2:38][CH2:37][O:36][CH2:35][CH2:34]2)[CH:30]=[CH:29][C:27]=1[NH2:28].CO>CC1C=CC(S(O)(=O)=O)=CC=1.O1CCOCC1.C(Cl)Cl>[C:1]([NH:5][C:6]1[CH:11]=[CH:10][CH:9]=[CH:8][C:7]=1[NH:12][C:13]1[C:18]([C:19]([NH:21][CH3:22])=[O:20])=[CH:17][N:16]=[C:15]([NH:28][C:27]2[CH:29]=[CH:30][C:31]([N:33]3[CH2:34][CH2:35][O:36][CH2:37][CH2:38]3)=[CH:32][C:26]=2[O:25][CH3:24])[N:14]=1)(=[O:4])[CH:2]=[CH2:3] |f:3.4|. Yields the product NC1=C(NC2=C(C3=C(S2)C=CC=C3)C(=O)OCC)C=C(C=C1)F (ethyl 2-(2-amino-5-fluoroanilino)benzo[b]thiophene-3-carboxylate). The yield is 52.7%. As a reaction SMILES: [F:1][C:2]1[CH:3]=[CH:4][C:5]([N+:23]([O-])=O)=[C:6]([CH:22]=1)[NH:7][C:8]1[S:12][C:11]2[CH:13]=[CH:14][CH:15]=[CH:16][C:10]=2[C:9]=1[C:17]([O:19][CH2:20][CH3:21])=[O:18].[H][H]>C(OCC)(=O)C.[C].[Pd]>[NH2:23][C:5]1[CH:4]=[CH:3][C:2]([F:1])=[CH:22][C:6]=1[NH:7][C:8]1[S:12][C:11]2[CH:13]=[CH:14][CH:15]=[CH:16][C:10]=2[C:9]=1[C:17]([O:19][CH2:20][CH3:21])=[O:18] |f:3.4|. The reagents and catalysts are [C].[Pd] (palladium-carbon). Reported procedure: Ethyl 2-(5-fluoro-2-nitroanilino)benzo[b]thiophene-3-carboxylate (50.7 g) was dissolved in ethyl acetate (1000 ml) and 10% palladium-carbon (8.0 g) was added. The mixture was stirred with hydrogen (60 kg/cm2) at 55° C. for 5 hr. The reaction mixture was cooled and the catalyst was filtered off. The filtrate was evaporated under reduced pressure and the residue was purified by silica gel column chromatography (chloroform) to give ethyl 2-(2-amino-5-fluoroanilino)benzo[b]thiophene-3-carboxylate (2... Reactants: FC=1C=CC(=C(NC2=C(C3=C(S2)C=CC=C3)C(=O)OCC)C1)[N+](=O)[O-] (Ethyl 2-(5-fluoro-2-nitroanilino)benzo[b]thiophene-3-carboxylate), [H][H] (hydrogen). Solvent: C(C)(=O)OCC (ethyl acetate). Starting materials: CCOC(=O)c1ccccc1C, Cl, Nc1cccc2c1CCC2, c1ccccc1. Product: Cc1ccccc1C(=O)Nc1cccc2c1CCC2. RXN SMILES: [CH3:1][c:2]1[c:3]([C:4]([O:6][CH2:5][CH3:7])=[O:8])[cH:9][cH:10][cH:11][cH:12]1.[ClH:23].[NH2:13][c:14]1[c:15]2[c:19]([cH:20][cH:21][cH:22]1)[CH2:18][CH2:17][CH2:16]2.[cH:24]1[cH:25][cH:26][cH:27][cH:28][cH:29]1>>[CH3:1][c:2]1[c:3]([C:4](=[O:6])[NH:13][c:14]2[c:15]3[c:19]([cH:20][cH:21][cH:22]2)[CH2:18][CH2:17][CH2:16]3)[cH:9][cH:10][cH:11][cH:12]1. RXN SMILES: [OH:1]S(O)(=O)=O.[CH3:6][C:7]1[CH:8]=[C:9]([NH:14][C:15](=[O:19])[CH:16]=NO)[CH:10]=[C:11]([CH3:13])[CH:12]=1>O>[CH3:6][C:7]1[CH:12]=[C:11]([CH3:13])[CH:10]=[C:9]2[C:8]=1[C:16](=[O:1])[C:15](=[O:19])[NH:14]2. The product is CC1=C2C(C(NC2=CC(=C1)C)=O)=O (4,6-Dimethyl-1H-indole-2,3-dione). Procedure details: To a stirred warm (60°-70° C.) solution of concentrated H2SO4 (60 mL) and water (6 mL) was added in small portions N-(3,5-dimethylphenyl)-2-(hydroxyimino)acetamide (15.0 g, 78 mM) so that the temperature of the reaction mixture did not exceed 70° C. After the addition was completed, the reaction mixture was heated at 80° C. for 10 min and then cooled and poured onto ice. The resulting mixture was filtered and the collected solids were washed with water and dried to provide the title compound (9.... The solvent is O (water). Reaction conditions: temperature 80 celsius. The reactants are OS(=O)(=O)O (H2SO4), CC=1C=C(C=C(C1)C)NC(C=NO)=O (N-(3,5-dimethylphenyl)-2-(hydroxyimino)acetamide). The yield is 72.6%. Reactants: C(=O)OCC (ethyl formate), C(C1=CC=CC=C1)C1=CC=C(C=C1)CC#N (4-benzylphenylacetonitrile), C[O-].[Na+] (sodium methoxide). The solvent is C1(=CC=CC=C1)C (toluene). Reaction conditions: time 30 minute. Product: C(=O)C(C#N)C1=CC=C(C=C1)CC1=CC=CC=C1 (α-formyl-4-benzylphenylacetonitrile). The yield is 70.7%. As a reaction SMILES: C[O-].[Na+].[CH:4](OCC)=[O:5].[CH2:9]([C:16]1[CH:21]=[CH:20][C:19]([CH2:22][C:23]#[N:24])=[CH:18][CH:17]=1)[C:10]1[CH:15]=[CH:14][CH:13]=[CH:12][CH:11]=1>C1(C)C=CC=CC=1>[CH:4]([CH:22]([C:19]1[CH:18]=[CH:17][C:16]([CH2:9][C:10]2[CH:11]=[CH:12][CH:13]=[CH:14][CH:15]=2)=[CH:21][CH:20]=1)[C:23]#[N:24])=[O:5] |f:0.1|. Procedure: To a suspention of sodium methoxide (64.26 g) in toluene (2.5 l) was added dropwise at 0° C. a mixture of ethyl formate (88.14 g) and 4-benzylphenylacetonitrile (189.69 g) with stirring. After 30 minutes, ice bath was removed. After 20 hours, ice water (2.6 l) was added to the reaction mixture, and the aqueous layer was separated. The organic layer was washed with 0.5N sodium hydroxide aqueous solution (500 ml×5). The aqueous layer and the washings were combined, adjusted to acid with conc. hydr... Starting materials: C1=CC=CC=2C3=CC=CC=C3CC12 (fluorene), C(C)(=O)OC(C)=O (acetic anhydride), [Cl-].[Al+3].[Cl-].[Cl-] (aluminum chloride). Product: C(C)(=O)C1=CC=2CC3=CC=CC=C3C2C=C1 (2-acetylfluorene). Reaction SMILES: [CH:1]1[C:13]2[CH2:12][C:11]3[C:6](=[CH:7][CH:8]=[CH:9][CH:10]=3)[C:5]=2[CH:4]=[CH:3][CH:2]=1.[C:14](OC(=O)C)(=[O:16])[CH3:15].[Cl-].[Al+3].[Cl-].[Cl-]>>[C:14]([C:9]1[CH:8]=[CH:7][C:6]2[C:5]3[C:13](=[CH:1][CH:2]=[CH:3][CH:4]=3)[CH2:12][C:11]=2[CH:10]=1)(=[O:16])[CH3:15] |f:2.3.4.5|. Procedure: Known in the present-day practice is a method of producing the bisulfite compound of 2-fluorenonyl-glyoxal, said method consisting in that fluorene is acylated by acetic anhydride in the presence of aluminum chloride to obtain 2-acetylfluorene at a yield of 60 weight percent. Then the thus-obtained 2-acetylfluorene is oxidized by sodium bichromate in an acetic-acid medium at 70°-75° C during 6 hours and 2-acetylfluorenon is isolated at a yield of 50 weight percent.